Dataset: the Open Reaction Database (ORD), a public repository of structured organic reaction records. Task: describe an organic reaction: reactants, conditions, products, and yield Reactants: 20, O1C2=C(CCC1C(=O)O)C=CC=1CCCCC12 (3,4,7,8,9,10-hexahydro-2H-naphtho[1,2-b]pyran-2-carboxylic acid), S(O)(O)(=O)=O (sulfuric acid), C(C)O (ethanol). Yields the product O1C2=C(CCC1C(=O)OCC)C=CC=1CCCCC12 (ethyl 3,4,7,8,9,10-hexahydro-2H-naphtho[1,2-b]pyran-2-carboxylate), intermediate 30. The yield is 100.0%. As a reaction SMILES: [O:1]1[CH:6]([C:7]([OH:9])=[O:8])[CH2:5][CH2:4][C:3]2[CH:10]=[CH:11][C:12]3[CH2:13][CH2:14][CH2:15][CH2:16][C:17]=3[C:2]1=2.S(=O)(=O)(O)O.[CH2:23](O)[CH3:24]>>[O:1]1[CH:6]([C:7]([O:9][CH2:23][CH3:24])=[O:8])[CH2:5][CH2:4][C:3]2[CH:10]=[CH:11][C:12]3[CH2:13][CH2:14][CH2:15][CH2:16][C:17]=3[C:2]1=2. Procedure: A mixture of 20 parts of 3,4,7,8,9,10-hexahydro-2H-naphtho[1,2-b]pyran-2-carboxylic acid, 200 parts of ethanol and 4.6 parts of sulfuric acid was stirred and refluxed for 2 hours. The reaction mixture was evaporated. Water and a sodium hydroxide solution were added to the residue. The product was extracted with dichloromethane. The extract was washed with water, dried, filtered and evaporated, yielding 21 parts (100%) of ethyl 3,4,7,8,9,10-hexahydro-2H-naphtho[1,2-b]pyran-2-carboxylate as a resi...